From a dataset of the Open Reaction Database (ORD), a public repository of structured organic reaction records. describe an organic reaction: reactants, conditions, products, and yield Reactants: CC(C)(C)OC(=O)N1CCC(Nc2ncc(Br)cn2)CC1, COCCOC, CC1(C)OB(c2ccc(C(N)=O)cc2)OC1(C)C, [Na+], [Na+], O=C([O-])[O-], c1ccc(P(c2ccccc2)(c2ccccc2)[Pd](P(c2ccccc2)(c2ccccc2)c2ccccc2)(P(c2ccccc2)(c2ccccc2)c2ccccc2)P(c2ccccc2)(c2ccccc2)c2ccccc2)cc1. The product is CC(C)(C)OC(=O)N1CCC(Nc2ncc(-c3ccc(C(N)=O)cc3)cn2)CC1. As a reaction SMILES: [C:1]([CH3:2])([CH3:3])([CH3:4])[O:5][C:6](=[O:7])[N:8]1[CH2:9][CH2:10][CH:11]([NH:14][c:15]2[n:16][cH:17][c:18]([Br:21])[cH:19][n:20]2)[CH2:12][CH2:13]1.[CH2:46]([CH2:47][O:48][CH3:49])[O:50][CH3:51].[CH3:22][C:23]1([CH3:24])[C:25]([CH3:26])([CH3:27])[O:28][B:29]([c:30]2[cH:31][cH:32][c:33]([C:34](=[O:35])[NH2:36])[cH:37][cH:38]2)[O:39]1.[Na+:40].[Na+:41].[O-:42][C:43](=[O:44])[O-:45].[cH:52]1[cH:53][cH:54][c:55]([P:56]([Pd:57]([P:58]([c:59]2[cH:60][cH:61][cH:62][cH:63][cH:64]2)([c:65]2[cH:66][cH:67][cH:68][cH:69][cH:70]2)[c:71]2[cH:72][cH:73][cH:74][cH:75][cH:76]2)([P:77]([c:78]2[cH:79][cH:80][cH:81][cH:82][cH:83]2)([c:84]2[cH:85][cH:86][cH:87][cH:88][cH:89]2)[c:90]2[cH:91][cH:92][cH:93][cH:94][cH:95]2)[P:96]([c:97]2[cH:98][cH:99][cH:100][cH:101][cH:102]2)([c:103]2[cH:104][cH:105][cH:106][cH:107][cH:108]2)[c:109]2[cH:110][cH:111][cH:112][cH:113][cH:114]2)([c:115]2[cH:116][cH:117][cH:118][cH:119][cH:120]2)[c:121]2[cH:122][cH:123][cH:124][cH:125][cH:126]2)[cH:127][cH:128]1>>[C:1]([CH3:2])([CH3:3])([CH3:4])[O:5][C:6](=[O:7])[N:8]1[CH2:9][CH2:10][CH:11]([NH:14][c:15]2[n:16][cH:17][c:18](-[c:30]3[cH:31][cH:32][c:33]([C:34](=[O:35])[NH2:36])[cH:37][cH:38]3)[cH:19][n:20]2)[CH2:12][CH2:13]1. The reactants are CC(O)(CSc1ccc(F)cc1)C(=O)Nc1ccc(C#N)c(C(F)(F)F)c1, CO, O. Product: CC(O)(CS(=O)(=O)c1ccc(F)cc1)C(=O)Nc1ccc(C#N)c(C(F)(F)F)c1. Reaction SMILES: [C:1](#[N:2])[c:3]1[c:4]([C:24]([F:25])([F:26])[F:27])[cH:5][c:6]([NH:9][C:10]([C:11]([CH2:12][S:13][c:14]2[cH:15][cH:16][c:17]([F:20])[cH:18][cH:19]2)([CH3:21])[OH:22])=[O:23])[cH:7][cH:8]1.[CH3:29][OH:30].[OH2:28]>>[C:1](#[N:2])[c:3]1[c:4]([C:24]([F:25])([F:26])[F:27])[cH:5][c:6]([NH:9][C:10]([C:11]([CH2:12][S:13]([c:14]2[cH:15][cH:16][c:17]([F:20])[cH:18][cH:19]2)(=[O:28])=[O:30])([CH3:21])[OH:22])=[O:23])[cH:7][cH:8]1. RXN SMILES: [CH3:1][O:2][C:3](=[O:4])[CH:5]1[CH2:6][CH:7]([C:25]([NH:26][OH:27])=[O:28])[N:8]([S:11](=[O:12])(=[O:13])[CH2:14][CH2:15][CH2:16][O:17][c:18]2[cH:19][cH:20][c:21]([F:24])[cH:22][cH:23]2)[CH2:9][CH2:10]1.[CH3:32][OH:33].[CH3:35][OH:36].[Li+:31].[OH-:30].[OH2:29].[OH2:34]>>[O:2]=[C:3]([OH:4])[CH:5]1[CH2:6][CH:7]([C:25]([NH:26][OH:27])=[O:28])[N:8]([S:11](=[O:12])(=[O:13])[CH2:14][CH2:15][CH2:16][O:17][c:18]2[cH:19][cH:20][c:21]([F:24])[cH:22][cH:23]2)[CH2:9][CH2:10]1. Yields the product O=C(O)C1CCN(S(=O)(=O)CCCOc2ccc(F)cc2)C(C(=O)NO)C1. The reactants are COC(=O)C1CCN(S(=O)(=O)CCCOc2ccc(F)cc2)C(C(=O)NO)C1, CO, CO, [Li+], [OH-], O, O. The reactants are N#Cc1cccc(C(=O)Cl)c1, C1CCOC1, Cc1c(-c2cccnc2)[nH]c2ccc(C#N)cc12, C[Si](C)(C)[N-][Si](C)(C)C, [Cl-], [K+], [NH4+]. Yields the product Cc1c(-c2cccnc2)n(C(=O)c2cccc(C#N)c2)c2ccc(C#N)cc12. RXN SMILES: [C:29](#[N:30])[c:31]1[cH:32][c:33]([C:34](=[O:35])[Cl:36])[cH:37][cH:38][cH:39]1.[CH2:42]1[O:43][CH2:44][CH2:45][CH2:46]1.[CH3:11][c:12]1[c:13](-[c:23]2[cH:24][n:25][cH:26][cH:27][cH:28]2)[nH:14][c:15]2[cH:16][cH:17][c:18]([C:21]#[N:22])[cH:19][c:20]12.[CH3:2][Si:3]([N-:4][Si:5]([CH3:6])([CH3:7])[CH3:8])([CH3:9])[CH3:10].[Cl-:40].[K+:1].[NH4+:41]>>[CH3:11][c:12]1[c:13](-[c:23]2[cH:24][n:25][cH:26][cH:27][cH:28]2)[n:14]([C:34]([c:33]2[cH:32][c:31]([C:29]#[N:30])[cH:39][cH:38][cH:37]2)=[O:35])[c:15]2[cH:16][cH:17][c:18]([C:21]#[N:22])[cH:19][c:20]12. Run in C(Cl)(Cl)Cl (chloroform). The yield is 19.6%. Conditions: time 20 hour. As a reaction SMILES: [NH2:1][C:2]1[CH:10]=[C:9]([C:11]2[CH2:15][C:14]([C:20]3[CH:25]=[C:24]([Cl:26])[CH:23]=[C:22]([Cl:27])[CH:21]=3)([C:16]([F:19])([F:18])[F:17])[O:13][N:12]=2)[CH:8]=[CH:7][C:3]=1[C:4]([OH:6])=O.[F:28][C:29]([F:33])([F:32])[CH2:30][NH2:31].Cl.C(N(CC)CCCN=C=NCC)C>C(Cl)(Cl)Cl.CN(C1C=CN=CC=1)C>[NH2:1][C:2]1[CH:10]=[C:9]([C:11]2[CH2:15][C:14]([C:20]3[CH:21]=[C:22]([Cl:27])[CH:23]=[C:24]([Cl:26])[CH:25]=3)([C:16]([F:17])([F:18])[F:19])[O:13][N:12]=2)[CH:8]=[CH:7][C:3]=1[C:4]([NH:31][CH2:30][C:29]([F:33])([F:32])[F:28])=[O:6] |f:2.3|. Yields the product NC1=C(C(=O)NCC(F)(F)F)C=CC(=C1)C1=NOC(C1)(C(F)(F)F)C1=CC(=CC(=C1)Cl)Cl (2-amino-4-[5-(3,5-dichlorophenyl)-5-trifluoromethyl-4,5-dihydroisoxazol-3-yl]-N-(2,2,2-trifluoroethyl)benzoic acid amide). Reactants: NC1=C(C(=O)O)C=CC(=C1)C1=NOC(C1)(C(F)(F)F)C1=CC(=CC(=C1)Cl)Cl (2-amino-4-[5-(3,5-dichlorophenyl)-5-trifluoromethyl-4,5-dihydroisoxazol-3-yl]benzoic acid), FC(CN)(F)F (2,2,2-trifluoroethylamine), Cl.C(C)N(CCCN=C=NCC)CC (1-[3-(diethylamino)propyl]-3-ethylcarbodiimide hydrochloride). Reagents/catalysts: CN(C)C1=CC=NC=C1 (4-(N,N-dimethylamino) pyridine). Reported procedure: In a solution of 0.60 g of crude 2-amino-4-[5-(3,5-dichlorophenyl)-5-trifluoromethyl-4,5-dihydroisoxazol-3-yl]benzoic acid in 6 ml of chloroform, 0.20 g of 2,2,2-trifluoroethylamine, 0.02 g of 4-(N,N-dimethylamino) pyridine and 0.33 g of 1-[3-(diethylamino)propyl]-3-ethylcarbodiimide hydrochloride were added, and stirred at room temperature for 20 hours. After the completion of the reaction, the reaction mixture was subjected to purification with medium-pressure preparative liquid chromatography... Starting materials: NC1=CC2=C(OC(O2)(C)C)C=C1N (5,6-diamino-2,2-dimethyl-1,3-benzodioxole), C(C)(C)(C)OC(C(C(C)=O)=O)=O (t-Butyl-2,3-dioxobutyrate), C1(=C(C(=C(C(=C1F)F)F)N)F)N.Cl.Cl (dihydrochloride), [OH-].[Na+] (NaOH). The solvent is O (water), O1CCCC1 (tetrahydrofuran). Yields the product CC1(OC=2C(=CC=3N=C(C(=NC3C2)C(=O)OC(C)(C)C)C)O1)C (2,2,7-Trimethyl-1,3-dioxolo-[4,5-g]-quinoxaline-6-carboxylic acid, 1,1-dimethylethyl ester). Reaction SMILES: [NH2:1][C:2]1[C:12]([NH2:13])=[CH:11][C:5]2[O:6][C:7]([CH3:10])([CH3:9])[O:8][C:4]=2[CH:3]=1.C1(N)C(F)=C(F)C(F)=C(N)C=1F.Cl.Cl.[OH-].[Na+].[C:30]([O:34][C:35](=[O:41])[C:36](=O)[C:37](=O)[CH3:38])([CH3:33])([CH3:32])[CH3:31]>O.O1CCCC1>[CH3:9][C:7]1([CH3:10])[O:6][C:5]2=[CH:11][C:12]3[N:13]=[C:37]([CH3:38])[C:36]([C:35]([O:34][C:30]([CH3:33])([CH3:32])[CH3:31])=[O:41])=[N:1][C:2]=3[CH:3]=[C:4]2[O:8]1 |f:1.2.3,4.5|. Procedure: [5,6-diamino-2,2-dimethyl-1,3-benzodioxole; dihydrochloride salt] (U.S. Pat. No. 4,904,775, Example 3D) (6.8 g, 0.02 mmol) was dissolved in a mixture of 25 ml water and 10 ml tetrahydrofuran and the pH of the solution was adjusted to 5.5 by the addition of 2N NaOH. After addition of the compound from Example 1 (3.8 g; 0.02 mol) the mixture was refluxed for 2 hours, concentrated in vacuo to remove the organic solvent tetrahydrofuran and then extracted with ethyl acetate. The combined organic phas...